describe an organic reaction: reactants, conditions, products, and yield From a dataset of the Open Reaction Database (ORD), a public repository of structured organic reaction records. The reactants are FC1=CC=C(C=C1)C1=C(N=C(O1)C1CCN(CC1)C(C)=O)CO (1-{4-[5-(4-fluoro-phenyl)-4-hydroxymethyl-oxazol-2-yl]-piperidin-1-yl}-ethanone), [OH-].[Na+] (sodium hydroxide). Run in C(C)O (ethanol), O (water). Run at time 3 hour. Product: FC1=CC=C(C=C1)C1=C(N=C(O1)C1CCNCC1)CO ([5-(4-Fluoro-Phenyl)-2-Piperidin-4-yl-Oxazol-4-yl]Methanol). The yield is 72.6%. Reaction SMILES: [F:1][C:2]1[CH:7]=[CH:6][C:5]([C:8]2[O:12][C:11]([CH:13]3[CH2:18][CH2:17][N:16](C(=O)C)[CH2:15][CH2:14]3)=[N:10][C:9]=2[CH2:22][OH:23])=[CH:4][CH:3]=1.[OH-].[Na+]>C(O)C.O>[F:1][C:2]1[CH:7]=[CH:6][C:5]([C:8]2[O:12][C:11]([CH:13]3[CH2:14][CH2:15][NH:16][CH2:17][CH2:18]3)=[N:10][C:9]=2[CH2:22][OH:23])=[CH:4][CH:3]=1 |f:1.2|. Reported procedure: A solution of 1-{4-[5-(4-fluoro-phenyl)-4-hydroxymethyl-oxazol-2-yl]-piperidin-1-yl}-ethanone (1.0 g; 3.14 mmol) in 95% ethanol (10 ml) is treated with a solution of sodium hydroxide (2.5 g; 62.9 mmol) in water (5 ml) and the heterogeneous mixture heated at 75 C. for three hours. The ethanol is removed in a rotary evaporator and the residue is diluted with water (10 ml) and extracted with ethyl acetate (3×20 ml) and chloroform (3×20 ml). The organic phases are washed with saturated brine (10 ml)... The reactants are Cc1cccc(-c2ccc3c(c2)c(C(=O)C(=O)O)cn3Cc2ccc(C(C)(C)C)cc2)c1, C[O-], COCCO, NN, [Na+], O. The product is Cc1cccc(-c2ccc3c(c2)c(CC(=O)O)cn3Cc2ccc(C(C)(C)C)cc2)c1. Reaction SMILES: [C:4]([CH3:5])([CH3:6])([CH3:7])[c:8]1[cH:9][cH:10][c:11]([CH2:12][n:13]2[cH:14][c:15]([C:29]([C:30](=[O:31])[OH:32])=[O:33])[c:16]3[cH:17][c:18](-[c:22]4[cH:23][c:24]([CH3:28])[cH:25][cH:26][cH:27]4)[cH:19][cH:20][c:21]23)[cH:34][cH:35]1.[CH3:36][O-:37].[CH3:39][O:40][CH2:41][CH2:42][OH:43].[NH2:2][NH2:3].[Na+:38].[OH2:1]>>[C:4]([CH3:5])([CH3:6])([CH3:7])[c:8]1[cH:9][cH:10][c:11]([CH2:12][n:13]2[cH:14][c:15]([CH2:29][C:30](=[O:31])[OH:32])[c:16]3[cH:17][c:18](-[c:22]4[cH:23][c:24]([CH3:28])[cH:25][cH:26][cH:27]4)[cH:19][cH:20][c:21]23)[cH:34][cH:35]1. The reactants are C1CNC1, C1COCCO1, CCN(C(C)C)C(C)C, O=C(Nc1ccc(Sc2nc(Cl)cc(Nc3ncns3)n2)cc1)c1ccccc1Cl. Product: O=C(Nc1ccc(Sc2nc(Nc3ncns3)cc(N3CCC3)n2)cc1)c1ccccc1Cl. RXN SMILES: [CH2:31]1[CH2:32][NH:33][CH2:34]1.[CH2:44]1[O:45][CH2:46][CH2:47][O:48][CH2:49]1.[CH:35]([N:36]([CH2:37][CH3:38])[CH:39]([CH3:40])[CH3:41])([CH3:42])[CH3:43].[s:1]1[n:2][cH:3][n:4][c:5]1[NH:6][c:7]1[n:8][c:9]([S:14][c:15]2[cH:16][cH:17][c:18]([NH:21][C:22]([c:23]3[c:24]([Cl:29])[cH:25][cH:26][cH:27][cH:28]3)=[O:30])[cH:19][cH:20]2)[n:10][c:11]([Cl:13])[cH:12]1>>[s:1]1[n:2][cH:3][n:4][c:5]1[NH:6][c:7]1[n:8][c:9]([S:14][c:15]2[cH:16][cH:17][c:18]([NH:21][C:22]([c:23]3[c:24]([Cl:29])[cH:25][cH:26][cH:27][cH:28]3)=[O:30])[cH:19][cH:20]2)[n:10][c:11]([N:33]2[CH2:32][CH2:31][CH2:34]2)[cH:12]1. The reactants are CCOC(C)=O, NCCO, O=C(O)c1cccc(-c2nc(=O)c3ccccc3s2)n1, CN(C)C=O, O, On1nnc2ccccc21. Yields the product O=C(NCCO)c1cccc(-c2nc(=O)c3ccccc3s2)n1. As a reaction SMILES: [CH3:35][CH2:36][O:37][C:38](=[O:39])[CH3:40].[NH2:21][CH2:22][CH2:23][OH:24].[O:1]=[c:2]1[n:3][c:4](-[c:12]2[cH:13][cH:14][cH:15][c:16]([C:18](=[O:19])[OH:20])[n:17]2)[s:5][c:6]2[c:7]1[cH:8][cH:9][cH:10][cH:11]2.[O:41]=[CH:42][N:43]([CH3:44])[CH3:45].[OH2:46].[OH:25][n:26]1[c:27]2[c:28]([cH:29][cH:30][cH:31][cH:32]2)[n:33][n:34]1>>[O:1]=[c:2]1[n:3][c:4](-[c:12]2[cH:13][cH:14][cH:15][c:16]([C:18](=[O:20])[NH:21][CH2:22][CH2:23][OH:24])[n:17]2)[s:5][c:6]2[c:7]1[cH:8][cH:9][cH:10][cH:11]2. The reactants are [OH-].[NH4+] (ammonium hydroxide), C[Se]C=1C(NC(N([C@H]2C[C@](O)([C@@H](COC(C3=CCC(C=C3)(OC)OC)(C3=CC=CC=C3)C3=CC=CC=C3)O2)[Si](C)(C)C(C)(C)C)C1)=O)=O (5-methylseleno-3′-t-butyldimethylsilyl-5′-O-(4,4-dimethoxytrityl)-2′-deoxyuridine), C(C)(C)N(CC)C(C)C (diisopropylethyl amine), C(C)(C)C1=C(C(=C(C=C1)S(=O)(=O)Cl)C(C)C)C(C)C (triisopropylbenzenesulfonyl chloride). Reagents/catalysts: CN(C1=CC=NC=C1)C (p-dimethylamino pyridine). The solvent is CO (MeOH), C(Cl)Cl (CH2Cl2), C(C)#N (acetonitrile), C(C)(=O)OCC.CCCCCC (ethyl acetate hexane). Run at time 16 hour. The product is C[Se]C=1C(=NC(N([C@H]2C[C@](O)([C@@H](COC(C3=CCC(C=C3)(OC)OC)(C3=CC=CC=C3)C3=CC=CC=C3)O2)[Si](C)(C)C(C)(C)C)C1)=O)N (5-methylseleno-3′-t-butyldimethylsilyl-5′-O-(4,4-dimethoxytrityl)-2′-deoxycytidine). Yield: 64.9%. RXN SMILES: [CH3:1][Se:2][C:3]1[C:4](=O)[NH:5][C:6](=[O:47])[N:7]([CH:46]=1)[C@@H:8]1[O:38][C@H:12]([CH2:13][O:14][C:15]([C:32]2[CH:37]=[CH:36][CH:35]=[CH:34][CH:33]=2)([C:26]2[CH:31]=[CH:30][CH:29]=[CH:28][CH:27]=2)[C:16]2[CH:21]=[CH:20][C:19]([O:24][CH3:25])([O:22][CH3:23])[CH2:18][CH:17]=2)[C@@:10]([Si:39]([C:42]([CH3:45])([CH3:44])[CH3:43])([CH3:41])[CH3:40])([OH:11])[CH2:9]1.C([N:52](C(C)C)CC)(C)C.C(C1C=CC(S(Cl)(=O)=O)=C(C(C)C)C=1C(C)C)(C)C.[OH-].[NH4+]>C(#N)C.CN(C)C1C=CN=CC=1.C(Cl)Cl.CO.C(OCC)(=O)C.CCCCCC>[CH3:1][Se:2][C:3]1[C:4]([NH2:52])=[N:5][C:6](=[O:47])[N:7]([CH:46]=1)[C@@H:8]1[O:38][C@H:12]([CH2:13][O:14][C:15]([C:26]2[CH:27]=[CH:28][CH:29]=[CH:30][CH:31]=2)([C:32]2[CH:33]=[CH:34][CH:35]=[CH:36][CH:37]=2)[C:16]2[CH:21]=[CH:20][C:19]([O:22][CH3:23])([O:24][CH3:25])[CH2:18][CH:17]=2)[C@@:10]([Si:39]([C:42]([CH3:43])([CH3:45])[CH3:44])([CH3:40])[CH3:41])([OH:11])[CH2:9]1 |f:3.4,9.10|. Reported procedure: After 5-methylseleno-3′-t-butyldimethylsilyl-5′-O-(4,4-dimethoxytrityl)-2′-deoxyuridine 480 mg (MW 752.2, 0.64 mmol) was dissolved in acetonitrile 10 ml, diisopropylethyl amine (0.67 ml, 3.19 mmol, 5 eq.), triisopropylbenzenesulfonyl chloride (576 mg, 1.59 mmol, 2.5 eq.) and p-dimethylamino pyridine (96 mg, 0.64 mmol, 1 eq.) were added sequentially. The reaction mixture was stirred for 16 hours and monitored on TLC (ethyl acetate/hexane, 3:7). After completion, excessive concentrated ammonium hy...